From a dataset of the Open Reaction Database (ORD), a public repository of structured organic reaction records. describe an organic reaction: reactants, conditions, products, and yield The reactants are COC(=O)C1=NN(C(C1)C=1SC(=CC1)Br)C1=C(C=CC=C1)Cl (5-(5-bromo-thiophen-2-yl)-1-(2-chloro-phenyl)-4,5-dihydro-1H-pyrazole-3-carboxylic acid methyl ester), [OH-].[K+] (potassium hydroxide), CO (methanol). Solvent: O (water). Reaction conditions: temperature 80 celsius, time 12 hour. Product: BrC1=CC=C(S1)C1CC(=NN1C1=C(C=CC=C1)Cl)C(=O)O (5-(5-bromo-thiophen-2-yl)-1-(2-chloro-phenyl)-4,5-dihydro-1H-pyrazole-3-carboxylic acid). The yield is 99.2%. RXN SMILES: C[O:2][C:3]([C:5]1[CH2:9][CH:8]([C:10]2[S:11][C:12]([Br:15])=[CH:13][CH:14]=2)[N:7]([C:16]2[CH:21]=[CH:20][CH:19]=[CH:18][C:17]=2[Cl:22])[N:6]=1)=[O:4].[OH-].[K+].CO>O>[Br:15][C:12]1[S:11][C:10]([CH:8]2[N:7]([C:16]3[CH:21]=[CH:20][CH:19]=[CH:18][C:17]=3[Cl:22])[N:6]=[C:5]([C:3]([OH:4])=[O:2])[CH2:9]2)=[CH:14][CH:13]=1 |f:1.2|. Procedure details: 5-(5-Bromo-thiophen-2-yl)-1-(2-chloro-phenyl)-4,5-dihydro-1H-pyrazole-3-carboxylic acid methyl ester (18.9 g, 47.3 mmol) prepared in Step 3 and a solution of potassium hydroxide (5.3 g, 94.6 mmol) in distilled water (200.0 mL) were added to methanol (200.0 mL). The reaction mixture was stirred at 80° C. for 12 hours and then concentrated under reduced pressure to discard methanol. The resulting residue was washed with diethyl ether, acidified by a 1N hydrochloric acid solution, and then extracte... Starting materials: [Al+3], [Cl-], [Cl-], [Cl-], O=[N+]([O-])c1ccccc1, O, O=c1[nH]cc[nH]1, O=C(Cl)c1ccco1. The product is O=C(c1c[nH]c(=O)[nH]1)c1ccco1. As a reaction SMILES: [Al+3:17].[Cl-:16].[Cl-:18].[Cl-:19].[O-:1][N+:2]([c:3]1[cH:4][cH:5][cH:6][cH:7][cH:8]1)=[O:9].[OH2:28].[nH:10]1[c:11](=[O:15])[nH:12][cH:13][cH:14]1.[o:20]1[c:21]([C:25](=[O:26])[Cl:27])[cH:22][cH:23][cH:24]1>>[nH:10]1[c:11](=[O:15])[nH:12][cH:13][c:14]1[C:25]([c:21]1[o:20][cH:24][cH:23][cH:22]1)=[O:26]. Starting materials: C(C1=CC=C(C=C1)OC)=O (p-anisaldehyde), SCCC(=O)N (3-mercaptopropionic acid amide). Run in C1=CC=CC=C1 (benzene). Reaction conditions: temperature 80 celsius. The product is COC1=CC=C(C=C1)C2NC(=O)CCS2 (2-(4-methoxyphenyl)-1,3-perhydrothiazine-4-one). Yield: 94.0%. Reaction SMILES: [CH:1](=O)[C:2]1[CH:7]=[CH:6][C:5]([O:8][CH3:9])=[CH:4][CH:3]=1.[SH:11][CH2:12][CH2:13][C:14]([NH2:16])=[O:15]>C1C=CC=CC=1>[CH3:9][O:8][C:5]1[CH:6]=[CH:7][C:2]([CH:1]2[S:11][CH2:12][CH2:13][C:14](=[O:15])[NH:16]2)=[CH:3][CH:4]=1. Procedure details: A mixture of 13.6 g of p-anisaldehyde and 10.5 g of 3-mercaptopropionic acid amide in 150 ml of benzene was heated at 80° C. for 2 hours. The crystals which separated out after leaving the reaction mixture for a night were collected by filtration and recrystallized from hot benzene to obtain colourless minute aciculates melting at 185.5° to 186.5° C. in an amount of 21 g corresponding to a yield of 94%. The reactants are C1(CCCCC1)CN1C[C@H](CCC1)CNC(=O)[C@@H]1N(CCC1)C(=O)[C@H]1N(C[C@@H](C1)OS(=O)(=O)C)C(CC(C1=CC=CC=C1)(C1=CC=CC=C1)C1=CC=CC=C1)=O ((2R)-N-{((3R)-1-cyclohexylmethyl-3-piperidyl)methyl}-1-{(2S,4R)-4-(methylsulfonyloxy)-1-(3,3,3-triphenylpropanoyl)pyrrolidin-2-yl}carbonylpyrrolidine-2-carboxamide), [N-]=[N+]=[N-].[Na+] (sodium azide). The solvent is C(C)(=O)OCC (ethyl acetate), CN(C=O)C (N,N-dimethylformamide). Conditions: temperature 85 celsius, time 10 hour. The product is N(=[N+]=[N-])[C@H]1C[C@H](N(C1)C(CC(C1=CC=CC=C1)(C1=CC=CC=C1)C1=CC=CC=C1)=O)C(=O)N1C(CCC1)C(=O)NC[C@@H]1CN(CCC1)CC1CCCCC1 (1-{(2S,4S)-4-azido-1-(3,3,3-triphenylpropanoyl)pyrrolidin-2-yl}carbonyl-N-{((3R)-1-cyclohexylmethyl-3-piperidyl)methyl}pyrrolidine-2-carboxamide). Isolated yield 81.3%. As a reaction SMILES: [CH:1]1([CH2:7][N:8]2[CH2:13][CH2:12][CH2:11][C@H:10]([CH2:14][NH:15][C:16]([C@H:18]3[CH2:22][CH2:21][CH2:20][N:19]3[C:23]([C@@H:25]3[CH2:29][C@@H:28](OS(C)(=O)=O)[CH2:27][N:26]3[C:35](=[O:56])[CH2:36][C:37]([C:50]3[CH:55]=[CH:54][CH:53]=[CH:52][CH:51]=3)([C:44]3[CH:49]=[CH:48][CH:47]=[CH:46][CH:45]=3)[C:38]3[CH:43]=[CH:42][CH:41]=[CH:40][CH:39]=3)=[O:24])=[O:17])[CH2:9]2)[CH2:6][CH2:5][CH2:4][CH2:3][CH2:2]1.[N-:57]=[N+:58]=[N-:59].[Na+]>CN(C)C=O.C(OCC)(=O)C>[N:57]([C@@H:28]1[CH2:27][N:26]([C:35](=[O:56])[CH2:36][C:37]([C:50]2[CH:51]=[CH:52][CH:53]=[CH:54][CH:55]=2)([C:44]2[CH:45]=[CH:46][CH:47]=[CH:48][CH:49]=2)[C:38]2[CH:43]=[CH:42][CH:41]=[CH:40][CH:39]=2)[C@H:25]([C:23]([N:19]2[CH2:20][CH2:21][CH2:22][CH:18]2[C:16]([NH:15][CH2:14][C@H:10]2[CH2:11][CH2:12][CH2:13][N:8]([CH2:7][CH:1]3[CH2:6][CH2:5][CH2:4][CH2:3][CH2:2]3)[CH2:9]2)=[O:17])=[O:24])[CH2:29]1)=[N+:58]=[N-:59] |f:1.2|. Procedure details: To a solution of 33 mg of (2R)-N-{((3R)-1-cyclohexylmethyl-3-piperidyl)methyl}-1-{(2S,4R)-4-(methylsulfonyloxy)-1-(3,3,3-triphenylpropanoyl)pyrrolidin-2-yl}carbonylpyrrolidine-2-carboxamide in 1 ml of N,N-dimethylformamide, 8.3 mg of sodium azide was added at room temperature, followed by 10 hours' stirring at 85° C. under heating. The reaction liquid was diluted with ethyl acetate, washed with water and dried over anhydrous sodium sulfate. Distilling the solvent off under reduced pressure, the ...